This data is from the Open Reaction Database (ORD), a public repository of structured organic reaction records. The task is: describe an organic reaction: reactants, conditions, products, and yield Reactants: ClCC1=NC=CC2=CC=CC=C12 (1-chloromethyl-isoquinoline), C(C=1C(S)=CC=CC1)(=O)O (thiosalicylic acid). Product: C1(=NC=CC2=CC=CC=C12)CSC1=C(C(=O)O)C=CC=C1 (S-(1-isoquinolyl-methyl)-2-mercapto-benzoic acid). Reaction SMILES: Cl[CH2:2][C:3]1[C:12]2[C:7](=[CH:8][CH:9]=[CH:10][CH:11]=2)[CH:6]=[CH:5][N:4]=1.[C:13]([OH:22])(=[O:21])[C:14]1[C:15](=[CH:17][CH:18]=[CH:19][CH:20]=1)[SH:16]>>[C:3]1([CH2:2][S:16][C:15]2[CH:17]=[CH:18][CH:19]=[CH:20][C:14]=2[C:13]([OH:22])=[O:21])[C:12]2[C:7](=[CH:8][CH:9]=[CH:10][CH:11]=2)[CH:6]=[CH:5][N:4]=1. Procedure details: Following the procedure described in Example 16 but starting from 1.8 g. of 1-chloromethyl-isoquinoline and 1.54 g. of thiosalicylic acid, 1.1 g. of S-(1-isoquinolyl-methyl)-2-mercapto-benzoic acid are obtained, melting at 170° to 172° C. The reactants are O=C([O-])[O-], CO, [K+], [K+], O=C(O)C12CC3CC(C1)CC(c1ccc([N+](=O)[O-])cc1)(C3)C2, O=S(=O)(O)O. Yields the product COC(=O)C12CC3CC(C1)CC(c1ccc([N+](=O)[O-])cc1)(C3)C2. Reaction SMILES: [C:28](=[O:29])([O-:30])[O-:31].[CH3:34][OH:35].[K+:32].[K+:33].[N+:1](=[O:2])([O-:3])[c:4]1[cH:5][cH:6][c:7]([C:10]23[CH2:11][C:12]4([C:20](=[O:21])[OH:22])[CH2:13][CH:14]([CH2:15][CH:16]([CH2:17]2)[CH2:18]4)[CH2:19]3)[cH:8][cH:9]1.[S:23](=[O:24])(=[O:25])([OH:26])[OH:27]>>[N+:1](=[O:2])([O-:3])[c:4]1[cH:5][cH:6][c:7]([C:10]23[CH2:11][C:12]4([C:20](=[O:21])[O:22][CH3:28])[CH2:13][CH:14]([CH2:15][CH:16]([CH2:17]2)[CH2:18]4)[CH2:19]3)[cH:8][cH:9]1.